From a dataset of the Open Reaction Database (ORD), a public repository of structured organic reaction records. describe an organic reaction: reactants, conditions, products, and yield Reaction SMILES: [C:1]([CH3:2])([CH3:3])([CH3:4])[O:5][C:6]([CH2:7][N:8]=[C:9]([c:10]1[cH:11][cH:12][cH:13][cH:14][cH:15]1)[c:16]1[cH:17][cH:18][cH:19][cH:20][cH:21]1)=[O:22].[CH:23]([N-:24][CH:25]([CH3:26])[CH3:27])([CH3:28])[CH3:29].[CH:31]1([CH2:39][I:40])[CH2:32][CH2:33][CH2:34][CH2:35][CH2:36][CH2:37][CH2:38]1.[Li+:30].[O:41]1[CH2:42][CH2:43][CH2:44][CH2:45]1>>[C:1]([CH3:2])([CH3:3])([CH3:4])[O:5][C:6]([CH:7]([N:8]=[C:9]([c:10]1[cH:11][cH:12][cH:13][cH:14][cH:15]1)[c:16]1[cH:17][cH:18][cH:19][cH:20][cH:21]1)[CH2:39][CH:31]1[CH2:32][CH2:33][CH2:34][CH2:35][CH2:36][CH2:37][CH2:38]1)=[O:22]. Starting materials: CC(C)(C)OC(=O)CN=C(c1ccccc1)c1ccccc1, CC(C)[N-]C(C)C, ICC1CCCCCCC1, [Li+], C1CCOC1. The product is CC(C)(C)OC(=O)C(CC1CCCCCCC1)N=C(c1ccccc1)c1ccccc1. The reactants are S1C=CC=C1 (thiophene), C(CCC)[Li] (n-butyl lithium), organozinc, CC1(C=2C=CC(=CC2C(=CC1)OS(=O)(=O)C(F)(F)F)/C=C/C1=CC=C(C(=O)OCC)C=C1)C (ethyl (E)-4-[2-(5,5-dimethyl-8-(trifluoromethylsulfonyl)oxy-5,6-dihydronaphthalen-2-yl)ethenyl]benzoate), CC1(C=2C=CC(=CC2C(=CC1)OS(=O)(=O)C(F)(F)F)/C=C/C1=CC=C(C(=O)OCC)C=C1)C (ethyl (E)-4-[2-(5,5-dimethyl-8-(trifluoromethylsulfonyl)oxy-5,6-dihydronaphthalen-2-yl)ethenyl]benzoate). Reagents/catalysts: [Cl-].[Zn+2].[Cl-] (zinc chloride), C=1C=CC(=CC1)[P](C=2C=CC=CC2)(C=3C=CC=CC3)[Pd]([P](C=4C=CC=CC4)(C=5C=CC=CC5)C=6C=CC=CC6)([P](C=7C=CC=CC7)(C=8C=CC=CC8)C=9C=CC=CC9)[P](C=1C=CC=CC1)(C=1C=CC=CC1)C=1C=CC=CC1 (tetrakis(triphenylphosphine)palladium(0)). The solvent is O1CCCC1 (tetrahydrofuran), O1CCCC1 (tetrahydrofuran), O1CCCC1 (tetrahydrofuran). Run at temperature -78 celsius, time 35 minute. The product is [Li]C=1SC=CC1 (lithiothiophene), CC1(C=2C=CC(=CC2C(=CC1)C=1SC=CC1)/C=C/C1=CC=C(C(=O)OCC)C=C1)C (Ethyl (E)-4-[2-(-5,5-dimethyl-8-(2-thienyl)-5,6-dihydronaphthalen-2-yl)ethenyl]-benzoate). Reaction SMILES: [S:1]1[CH:5]=[CH:4][CH:3]=[CH:2]1.C([Li:10])CCC.[CH3:11][C:12]1([CH3:43])[CH2:21][CH:20]=[C:19](OS(C(F)(F)F)(=O)=O)[C:18]2[CH:17]=[C:16](/[CH:30]=[CH:31]/[C:32]3[CH:42]=[CH:41][C:35]([C:36]([O:38][CH2:39][CH3:40])=[O:37])=[CH:34][CH:33]=3)[CH:15]=[CH:14][C:13]1=2>O1CCCC1.[Cl-].[Zn+2].[Cl-].C1C=CC([P]([Pd]([P](C2C=CC=CC=2)(C2C=CC=CC=2)C2C=CC=CC=2)([P](C2C=CC=CC=2)(C2C=CC=CC=2)C2C=CC=CC=2)[P](C2C=CC=CC=2)(C2C=CC=CC=2)C2C=CC=CC=2)(C2C=CC=CC=2)C2C=CC=CC=2)=CC=1>[Li:10][C:2]1[S:1][CH:5]=[CH:4][CH:3]=1.[CH3:43][C:12]1([CH3:11])[CH2:21][CH:20]=[C:19]([C:2]2[S:1][CH:5]=[CH:4][CH:3]=2)[C:18]2[CH:17]=[C:16](/[CH:30]=[CH:31]/[C:32]3[CH:33]=[CH:34][C:35]([C:36]([O:38][CH2:39][CH3:40])=[O:37])=[CH:41][CH:42]=3)[CH:15]=[CH:14][C:13]1=2 |f:4.5.6,^1:55,57,76,95|. Procedure: A solution of lithiothiophene was prepared by the addition of 0.10 g (0.095 mL, 1.2 mmol) of thiophene to a cold solution (-78° C.) of 0.61 g (0.90 mL, 1.4 mmol, 1.6M in hexanes) of n-butyl lithium in 2.0 mL of tetrahydrofuran. The solution was stirred at -78° C. for 35 min and then a solution of 0.158 g (1.2 mmol) of zinc chloride in 2.0 mL of tetrahydrofuran was added. The resulting solution was stirred at -78° C. to room temperature for 1 h and then the organozinc was added via cannula to a m...